From a dataset of the Open Reaction Database (ORD), a public repository of structured organic reaction records. describe an organic reaction: reactants, conditions, products, and yield The reactants are BrCCCCl (bromopropylchloride), C1(=CC=CC=C1)C (toluene), C1=CC=CC=2NC3=C(CCC21)C=CC=C3 (10,11-dihydro-5H-dibenz[b,f]azepine), C(CCC)[Li] (butyl lithium). Run in CCOCC (ether), CCOCC (ether), CCCCCC (hexane). Reaction conditions: time 12 hour. Yields the product ClCCCN1C2=C(CCC3=C1C=CC=C3)C=CC=C2 (5-(3-Chloropropyl)-10,11-dihydro-5H-dibenz[b,f]azepine). As a reaction SMILES: [CH:1]1[C:11]2[CH2:10][CH2:9][C:8]3[CH:12]=[CH:13][CH:14]=[CH:15][C:7]=3[NH:6][C:5]=2[CH:4]=[CH:3][CH:2]=1.C([Li])CCC.Br[CH2:22][CH2:23][CH2:24][Cl:25].C1(C)C=CC=CC=1>CCOCC.CCCCCC>[Cl:25][CH2:24][CH2:23][CH2:22][N:6]1[C:7]2[CH:15]=[CH:14][CH:13]=[CH:12][C:8]=2[CH2:9][CH2:10][C:11]2[CH:1]=[CH:2][CH:3]=[CH:4][C:5]1=2. Procedure: A solution of 10,11-dihydro-5H-dibenz[b,f]azepine (19.5 gms.; 0.10 moles) in dry ether was added to a solution of 7.7 gms. (0.12 mole) of butyl lithium in hexane. The stirred solution was warmed for approximately one hour and then 31.0 gms. (0.20 mole) of bromopropylchloride in ether was added and the resulting mixture heated at reflux for 16 hours. Aliquot analysis showed no reaction had taken place. Approximately one liter of toluene was added to the reaction mixture, lower boiling solvents we...